Dataset: the Open Reaction Database (ORD), a public repository of structured organic reaction records. Task: describe an organic reaction: reactants, conditions, products, and yield Procedure details: A mixture of 20 g (0,15 mol) of 2-chloro-3-methylthiophene and 18,6 g (0,18 mol) of acetic acid anhydride were heated to 70° C. and 1,8 ml of orthophosphoric acid were dropped thereto such that the reaction temperature remained below 75° C. Then it was stirred 3 hours at 100° C., 50 ml of H2O were added, the organic phase was extracted twice with 10 ml of saturated NaHCO3 -solution, dried over Na2SO4 and fractionated distilled in vacuo. Yield 15,8 g (60%), b.p. 85°-88° C./4 mbar. The product is ClC1=C(C=C(S1)C(=O)C)C ((5-Chloro-4-methyl-2-thienyl)-methylketone). Solvent: O (H2O). Starting materials: ClC=1SC=CC1C (2-chloro-3-methylthiophene), C(C)(=O)OC(C)=O (acetic acid anhydride), P(O)(O)(O)=O (orthophosphoric acid). Conditions: temperature 70 celsius, time 3 hour. RXN SMILES: [Cl:1][C:2]1[S:3][CH:4]=[CH:5][C:6]=1[CH3:7].[C:8](OC(=O)C)(=[O:10])[CH3:9].P(=O)(O)(O)O>O>[Cl:1][C:2]1[S:3][C:4]([C:8]([CH3:9])=[O:10])=[CH:5][C:6]=1[CH3:7]. The reactants are COC1=C2C(=C(N=C1)N1N=C(N=C1)C#N)NC=C2 (1-(4-Methoxy-1H-pyrrolo[2,3-c]pyridin-7-yl)-1H-1,2,4-triazole-3-carbonitrile), CO (MeOH), C(=O)([O-])[O-].[K+].[K+] (K2CO3), Cl (HCl). Solvent: O (water). Reaction conditions: time 8 hour. Product: COC1=C2C(=C(N=C1)N1N=C(N=C1)C(=O)OC)NC=C2 (methyl 1-(4-methoxy-1H-pyrrolo[2,3-c]pyridin-7-yl)-1H-1,2,4-triazole-3-carboxylate). Yield: 91.0%. As a reaction SMILES: [CH3:1][O:2][C:3]1[CH:8]=[N:7][C:6]([N:9]2[CH:13]=[N:12][C:11]([C:14]#N)=[N:10]2)=[C:5]2[NH:16][CH:17]=[CH:18][C:4]=12.[C:19]([O-])([O-])=[O:20].[K+].[K+].Cl.C[OH:27]>O>[CH3:1][O:2][C:3]1[CH:8]=[N:7][C:6]([N:9]2[CH:13]=[N:12][C:11]([C:14]([O:20][CH3:19])=[O:27])=[N:10]2)=[C:5]2[NH:16][CH:17]=[CH:18][C:4]=12 |f:1.2.3|. Reported procedure: 1-(4-Methoxy-1H-pyrrolo[2,3-c]pyridin-7-yl)-1H-1,2,4-triazole-3-carbonitrile (1 g, 4.16 mmol) and K2CO3 (0.863 g, 6.24 mmol) were combined in MeOH (20 mL) and water (20 mL). The mixture was stirred at room temperature overnight. The mixture was neutralized with 1N HCl to pH=3. The precipitate was collected by filtration to give methyl 1-(4-methoxy-1H-pyrrolo[2,3-c]pyridin-7-yl)-1H-1,2,4-triazole-3-carboxylate (1.03 g, 3.77 mmol, 91% yield). LCMS: m/z 274.2 (M+H)+, 1.63 min (method 8). 1H NMR (50...